describe an organic reaction: reactants, conditions, products, and yield From a dataset of the Open Reaction Database (ORD), a public repository of structured organic reaction records. Run at time 24 hour. The yield is 39.0%. Product: N1C(=NC2=C1C=CC=C2)C2=NN(C1=CC=C(C=C21)NC(=O)C2(CCN(CC2)C)C)C2OCCCC2 (N-(3-(1H-benzo[d]imidazol-2-yl)-1-(tetrahydro-2H-pyran-2-yl)-1H-indazol-5-yl)-1,4-dimethylpiperidine-4-carboxamide). The reactants are CN1CCC(CC1)(C(=O)O)C (1,4-Dimethylpiperidine-4-carboxylic acid), C=1C=CC2=C(C1)N=NN2O (HOBt), C(CCl)Cl (EDC), C([O-])(O)=O.[Na+] (sodium bicarbonate), N1C(=NC2=C1C=CC=C2)C2=NN(C1=CC=C(C=C21)N)C2OCCCC2 (3-(1H-benzo[d]imidazol-2-yl)-1-(tetrahydro-2H-pyran-2-yl)-1H-indazol-5-amine). Procedure details: 1,4-Dimethylpiperidine-4-carboxylic acid (3 mg, 0.019 mmol), HOBt (4 mg, 0.029 mmol), EDC (5.5 mg, 0.028 mmol) and sodium bicarbonate (1.6 mg, 0.019 mmol) were added to a solution of 3-(1H-benzo[d]imidazol-2-yl)-1-(tetrahydro-2H-pyran-2-yl)-1H-indazol-5-amine (6.4 mg, 0.019 mmol) in DMF (6 mL). The reaction mixture was stirred at room temperature for 24 h, and then the solvent was removed in vacuo. Purification by flash chromatography (6% CH3OH/CH2Cl2) afforded the title compound (3.5 mg) as a s... RXN SMILES: [CH3:1][N:2]1[CH2:7][CH2:6][C:5]([CH3:11])([C:8]([OH:10])=O)[CH2:4][CH2:3]1.C1C=CC2N(O)N=NC=2C=1.C(Cl)CCl.C(=O)(O)[O-].[Na+].[NH:31]1[C:35]2[CH:36]=[CH:37][CH:38]=[CH:39][C:34]=2[N:33]=[C:32]1[C:40]1[C:48]2[C:43](=[CH:44][CH:45]=[C:46]([NH2:49])[CH:47]=2)[N:42]([CH:50]2[CH2:55][CH2:54][CH2:53][CH2:52][O:51]2)[N:41]=1>CN(C=O)C>[NH:33]1[C:34]2[CH:39]=[CH:38][CH:37]=[CH:36][C:35]=2[N:31]=[C:32]1[C:40]1[C:48]2[C:43](=[CH:44][CH:45]=[C:46]([NH:49][C:8]([C:5]3([CH3:11])[CH2:4][CH2:3][N:2]([CH3:1])[CH2:7][CH2:6]3)=[O:10])[CH:47]=2)[N:42]([CH:50]2[CH2:55][CH2:54][CH2:53][CH2:52][O:51]2)[N:41]=1 |f:3.4|. Solvent: CN(C)C=O (DMF). Starting materials: O=C1C=C(Br)CCC1, COCCOC, CCO, COCOc1ccc(B(O)O)c(OCOC)c1, [Na+], [Na+], O=C([O-])[O-], [Pd], c1ccc(P(c2ccccc2)c2ccccc2)cc1, c1ccc(P(c2ccccc2)c2ccccc2)cc1, c1ccc(P(c2ccccc2)c2ccccc2)cc1, c1ccc(P(c2ccccc2)c2ccccc2)cc1. The product is COCOc1ccc(C2=CC(=O)CCC2)c(OCOC)c1. Reaction SMILES: [Br:24][C:25]1=[CH:26][C:27](=[O:31])[CH2:28][CH2:29][CH2:30]1.[CH2:35]([CH2:36][O:37][CH3:38])[O:39][CH3:40].[CH3:32][CH2:33][OH:34].[CH3:7][O:8][CH2:9][O:10][c:11]1[c:12]([B:21]([OH:22])[OH:23])[cH:13][cH:14][c:15]([O:17][CH2:18][O:19][CH3:20])[cH:16]1.[Na+:1].[Na+:2].[O-:3][C:4](=[O:5])[O-:6].[Pd:117].[c:41]1([P:42]([c:43]2[cH:44][cH:45][cH:46][cH:47][cH:48]2)[c:49]2[cH:50][cH:51][cH:52][cH:53][cH:54]2)[cH:55][cH:56][cH:57][cH:58][cH:59]1.[c:60]1([P:61]([c:62]2[cH:63][cH:64][cH:65][cH:66][cH:67]2)[c:68]2[cH:69][cH:70][cH:71][cH:72][cH:73]2)[cH:74][cH:75][cH:76][cH:77][cH:78]1.[c:79]1([P:80]([c:81]2[cH:82][cH:83][cH:84][cH:85][cH:86]2)[c:87]2[cH:88][cH:89][cH:90][cH:91][cH:92]2)[cH:93][cH:94][cH:95][cH:96][cH:97]1.[c:98]1([P:99]([c:100]2[cH:101][cH:102][cH:103][cH:104][cH:105]2)[c:106]2[cH:107][cH:108][cH:109][cH:110][cH:111]2)[cH:112][cH:113][cH:114][cH:115][cH:116]1>>[CH3:7][O:8][CH2:9][O:10][c:11]1[c:12]([C:25]2=[CH:26][C:27](=[O:31])[CH2:28][CH2:29][CH2:30]2)[cH:13][cH:14][c:15]([O:17][CH2:18][O:19][CH3:20])[cH:16]1. Starting materials: O.NN (hydrazine hydrate), COC=1C=C(C=CC1OC)C=1OC(=C(C=2C1C=C(C(C2)=O)OC)CC)C (1-(3,4-dimethoxyphenyl)-3-methyl-4-ethyl-7-methoxy-6H-2-benzopyran-6-one), C1=NN=CCC2=C1C=CC=C2 (5H-2,3-benzodiazepine). The solvent is [OH-].[Na+] (sodium hydroxide), C(C)(=O)O (acetic acid). Reaction conditions: time 1 hour. Yields the product COC=1C=C(C=CC1OC)C1=NN=C(C(C2=C1C=C(C(=C2)O)OC)CC)C (1-(3,4-dimethoxyphenyl)-4-methyl-5-ethyl-7-hydroxy-8-methoxy-5H-2,3-benzodiazepine). The yield is 94.0%. Reaction SMILES: O.NN.[CH3:4][O:5][C:6]1[CH:7]=[C:8]([C:14]2O[C:16]([CH3:29])=[C:17]([CH2:27][CH3:28])[C:18]3[C:19]=2[CH:20]=[C:21]([O:25][CH3:26])[C:22](=[O:24])[CH:23]=3)[CH:9]=[CH:10][C:11]=1[O:12][CH3:13].C1C2C=CC=CC=2CC=[N:32][N:31]=1>C(O)(=O)C.[OH-].[Na+]>[CH3:4][O:5][C:6]1[CH:7]=[C:8]([C:14]2[C:19]3[CH:20]=[C:21]([O:25][CH3:26])[C:22]([OH:24])=[CH:23][C:18]=3[CH:17]([CH2:27][CH3:28])[C:16]([CH3:29])=[N:32][N:31]=2)[CH:9]=[CH:10][C:11]=1[O:12][CH3:13] |f:0.1,5.6|. Reported procedure: 34.5 ml of 98% hydrazine hydrate are added dropwise, within 5 minutes, to a stirred solution of 115 g (0.325 mole) of 1-(3,4-dimethoxyphenyl)-3-methyl-4-ethyl-7-methoxy-6H-2-benzopyran-6-one in 115 ml of glacial acetic acid. During this operation the solution is maintained at 80° to 100° C. The solution is immersed into a water bath (95° to 100° C.) for one hour, then it is diluted with 140 ml of 2% aqueous sodium hydroxide solution and cooled. The 5H-2,3-benzodiazepine derivative separates as a... The reactants are [N+](=O)([O-])C1=C(C(=C(OC2=CC(=C(C=C2)[N+](=O)[O-])OCC2=CC=CC=C2)C(=C1F)F)F)F (1-(4-nitro-2,3,5,6-tetrafluorophenoxy)-3-benzyloxy-4-nitrobenzene), Example 12, C([O-])([O-])=O.[K+].[K+] (potassium carbonate), C(O)([O-])=O.[K+] (potassium hydrogen carbonate). Solvent: CS(=O)C (dimethyl sulfoxide), O (water). Run at temperature 80 celsius, time 24 hour. Yields the product OC=1C(=C(OC2=CC(=C(C=C2)[N+](=O)[O-])OCC2=CC=CC=C2)C(=C(C1[N+](=O)[O-])F)F)F (1-(3-hydroxy-4-nitro-2,5,6-trifluorophenoxy)-3-benzyloxy-4-nitrobenzene). RXN SMILES: [N+:1]([C:4]1[C:27]([F:28])=[C:26]([F:29])[C:7]([O:8][C:9]2[CH:14]=[CH:13][C:12]([N+:15]([O-:17])=[O:16])=[C:11]([O:18][CH2:19][C:20]3[CH:25]=[CH:24][CH:23]=[CH:22][CH:21]=3)[CH:10]=2)=[C:6]([F:30])[C:5]=1F)([O-:3])=[O:2].C(=O)([O-])[O-:33].[K+].[K+].C(=O)([O-])O.[K+]>CS(C)=O.O>[OH:33][C:5]1[C:6]([F:30])=[C:7]([C:26]([F:29])=[C:27]([F:28])[C:4]=1[N+:1]([O-:3])=[O:2])[O:8][C:9]1[CH:14]=[CH:13][C:12]([N+:15]([O-:17])=[O:16])=[C:11]([O:18][CH2:19][C:20]2[CH:21]=[CH:22][CH:23]=[CH:24][CH:25]=2)[CH:10]=1 |f:1.2.3,4.5|. Reported procedure: 43.8 g of 1-(4-nitro-2,3,5,6-tetrafluorophenoxy)-3-benzyloxy-4-nitrobenzene prepared as described in Example 12 (0.1 mol) are dissolved in a mixture of 200 ml of dimethyl sulfoxide and 30 ml of water in a three-neck flask fitted with reflux condenser and stirrer. 15 g of potassium carbonate (0.11 mol) and 10 g of potassium hydrogen carbonate (0.1 mol) are added in portions to the solution, and the mixture is then stirred at 80° C. for 24 hours. The reaction solution is then filtered via a fluted... Reactants: O=C([O-])[O-], CC(=O)[O-], CCO, OB(O)c1cc(Cl)cnc1F, Cc1nc(N)cc(Cl)n1, [K+], [Na+], [Na+], C1COCCO1, O, c1ccc(P(c2ccccc2)(c2ccccc2)[Pd](P(c2ccccc2)(c2ccccc2)c2ccccc2)(P(c2ccccc2)(c2ccccc2)c2ccccc2)P(c2ccccc2)(c2ccccc2)c2ccccc2)cc1. Product: Cc1nc(N)cc(-c2cc(Cl)cnc2F)n1. As a reaction SMILES: [C:26](=[O:27])([O-:28])[O-:29].[CH3:22][C:23](=[O:24])[O-:25].[CH3:38][CH2:39][OH:40].[Cl:10][c:11]1[cH:12][c:13]([B:18]([OH:19])[OH:20])[c:14]([F:17])[n:15][cH:16]1.[Cl:1][c:2]1[cH:3][c:4]([NH2:9])[n:5][c:6]([CH3:8])[n:7]1.[K+:21].[Na+:30].[Na+:31].[O:32]1[CH2:33][CH2:34][O:35][CH2:36][CH2:37]1.[OH2:41].[cH:42]1[cH:43][cH:44][c:45]([P:46]([Pd:47]([P:48]([c:49]2[cH:50][cH:51][cH:52][cH:53][cH:54]2)([c:55]2[cH:56][cH:57][cH:58][cH:59][cH:60]2)[c:61]2[cH:62][cH:63][cH:64][cH:65][cH:66]2)([P:67]([c:68]2[cH:69][cH:70][cH:71][cH:72][cH:73]2)([c:74]2[cH:75][cH:76][cH:77][cH:78][cH:79]2)[c:80]2[cH:81][cH:82][cH:83][cH:84][cH:85]2)[P:86]([c:87]2[cH:88][cH:89][cH:90][cH:91][cH:92]2)([c:93]2[cH:94][cH:95][cH:96][cH:97][cH:98]2)[c:99]2[cH:100][cH:101][cH:102][cH:103][cH:104]2)([c:105]2[cH:106][cH:107][cH:108][cH:109][cH:110]2)[c:111]2[cH:112][cH:113][cH:114][cH:115][cH:116]2)[cH:117][cH:118]1>>[c:2]1(-[c:13]2[cH:12][c:11]([Cl:10])[cH:16][n:15][c:14]2[F:17])[cH:3][c:4]([NH2:9])[n:5][c:6]([CH3:8])[n:7]1. The reactants are N(=NC(=O)OC(C)C)C(=O)OC(C)C (diisopropyl azodicarboxylate), C(C)(C)(C)OC(=O)N1CC(CC1)O (1-tert-Butyloxycarbonyl-3-hydroxypyrrolidine), BrC1=C(C=CC=C1)O (2-bromophenol), C1(=CC=CC=C1)P(C1=CC=CC=C1)C1=CC=CC=C1 (triphenylphosphine). Solvent: O1CCCC1 (tetrahydrofuran). Conditions: time 1 hour. Product: BrC1=C(OC2CNCC2)C=CC=C1 (3-(2-Bromophenoxy)pyrrolidine). Isolated yield 44.0%. RXN SMILES: C(OC([N:8]1[CH2:12][CH2:11][CH:10]([OH:13])[CH2:9]1)=O)(C)(C)C.[Br:14][C:15]1[CH:20]=[CH:19][CH:18]=[CH:17][C:16]=1O.C1(P(C2C=CC=CC=2)C2C=CC=CC=2)C=CC=CC=1.N(C(OC(C)C)=O)=NC(OC(C)C)=O>O1CCCC1>[Br:14][C:15]1[CH:20]=[CH:19][CH:18]=[CH:17][C:16]=1[O:13][CH:10]1[CH2:11][CH2:12][NH:8][CH2:9]1. Procedure details: 1-tert-Butyloxycarbonyl-3-hydroxypyrrolidine (1 g), 2-bromophenol (710 mg) and triphenylphosphine (1.29 g) were dissolved in tetrahydrofuran (15 ml) and the mixture cooled in an ice bath before dropwise addition of diisopropyl azodicarboxylate (0.96 ml). The mixture was allowed to warm to room temperature over 3 h, concentrated in vacuo, partitioned between ether (50 ml) and water (50 ml) and the aqueous phase was extracted further with ether (50 ml). The combined organic phases were washed with... Starting materials: C(C)(C)(C)OC(=O)N1[C@H](C=O)C[C@H](C1)O[Si](C)(C)C(C)(C)C ((2S,4R)-N-t-butoxycarbonyl-4-(t-butyldimethylsiloxy)prolinal), C(C)(=O)OCC (ethyl acetate), BrC1=CC=C(C=C1)COCOC (1-bromo-4-(methoxymethoxymethyl)benzene), [Cl-].[NH4+] (ammonium chloride). Run in O1CCCC1 (tetrahydrofuran), O (water), O1CCCC1 (tetrahydrofuran). Run at temperature -78 celsius, time 30 minute. The product is C(C)(C)(C)OC(=O)N1[C@@H](C[C@H](C1)O[Si](C)(C)C(C)(C)C)C(C1=CC=C(C=C1)COCOC)O ((2S,4R)-N-t-butoxycarbonyl-4-t-butyldimethylsiloxy-2-[α-hydroxy-4-(methoxymethoxymethyl)benzyl]pyrrolidine). Isolated yield 59.9%. RXN SMILES: Br[C:2]1[CH:7]=[CH:6][C:5]([CH2:8][O:9][CH2:10][O:11][CH3:12])=[CH:4][CH:3]=1.[C:13]([O:17][C:18]([N:20]1[CH2:26][C@H:25]([O:27][Si:28]([C:31]([CH3:34])([CH3:33])[CH3:32])([CH3:30])[CH3:29])[CH2:24][C@H:21]1[CH:22]=[O:23])=[O:19])([CH3:16])([CH3:15])[CH3:14].[Cl-].[NH4+].C(OCC)(=O)C>O1CCCC1.O>[C:13]([O:17][C:18]([N:20]1[CH2:26][C@H:25]([O:27][Si:28]([C:31]([CH3:34])([CH3:33])[CH3:32])([CH3:30])[CH3:29])[CH2:24][C@H:21]1[CH:22]([OH:23])[C:2]1[CH:7]=[CH:6][C:5]([CH2:8][O:9][CH2:10][O:11][CH3:12])=[CH:4][CH:3]=1)=[O:19])([CH3:16])([CH3:15])[CH3:14] |f:2.3|. Procedure: 1.6M n-Butyl lithium-hexane solution (104 ml, 167 mmol) was added dropwise to a solution of 1-bromo-4-(methoxymethoxymethyl)benzene (38.6 g, 167 mmol) in tetrahydrofuran (350 ml) at -78° C. in a nitrogen stream over 30 minutes. This reaction solution was stirred at -78° C. for 30 minutes and then a solution of (2S,4R)-N-t-butoxycarbonyl-4-(t-butyldimethylsiloxy)prolinal (27.5 g, 83.5 mmol) in tetrahydrofuran (300 ml) was added dropwise thereto over 1 hour. This reaction solution was stirred at -... The reactants are C(C)(=O)O (Acetic acid), COC(C(CC(=O)OC)C(C=O)C)=O (2-(1-methyl-2-oxo-ethyl)succinic acid dimethyl ester), O.NN (hydrazine hydrate). Solvent: C(C)O (ethanol). Run at temperature 0 celsius, time 16 hour. The product is COC(CC1C(NN=CC1C)=O)=O ((5-Methyl-3-oxo-2,3,4,5-tetrahydro-pyridazin-4-yl)-acetic acid methyl ester). Isolated yield 51.0%. Reaction SMILES: C[O:2][C:3](=O)[CH:4]([CH:10]([CH3:13])[CH:11]=O)[CH2:5][C:6]([O:8][CH3:9])=[O:7].C(O)(=O)C.O.[NH2:20][NH2:21]>C(O)C>[CH3:9][O:8][C:6](=[O:7])[CH2:5][CH:4]1[CH:10]([CH3:13])[CH:11]=[N:21][NH:20][C:3]1=[O:2] |f:2.3|. Procedure: To this 2-(1-methyl-2-oxo-ethyl)succinic acid dimethyl ester was added ethanol (13 L), which was cooled to 0° C. Acetic acid (1.2 kg, 20 mol) was added with maintaining the temperature. To the reaction mixture was added hydrazine hydrate (1.08 kg, 21.6 mol), which was warmed to room temperature and stirred for 16 h. Ethanol was removed by distillation under reduced pressure, methylene chloride was added to the residue, which was then extracted-dried-concentrated according to a conventional manne... Reactants: C(C)(C)(C)NC1=NC=CC(=C1)C(F)F (N-tert-butyl-4-(difluoromethyl)pyridin-2-amine), C(C)[SiH](CC)CC (triethylsilane), FC(C(=O)O)(F)F (trifluoroacetic acid). Run at temperature 90 celsius, time 21 hour. Yields the product FC(C1=CC(=NC=C1)N)F (4-(difluoromethyl)pyridin-2-amine). The yield is 99.2%. Reaction SMILES: C([NH:5][C:6]1[CH:11]=[C:10]([CH:12]([F:14])[F:13])[CH:9]=[CH:8][N:7]=1)(C)(C)C.C([SiH](CC)CC)C.FC(F)(F)C(O)=O>>[F:13][CH:12]([F:14])[C:10]1[CH:9]=[CH:8][N:7]=[C:6]([NH2:5])[CH:11]=1. Procedure: A flask containing N-tert-butyl-4-(difluoromethyl)pyridin-2-amine (4.43 g, 22.1 mmol), triethylsilane (7.28 mL, 44.2 mmol) and trifluoroacetic acid (22.1 mL, 1 M) was fitted with a reflux condenser. The reaction mixture was stirred at 90° C. for 21 hr and then, after cooling to rt, concentrated to dryness and partitioned between CH2Cl2 and sat. aq. NaHCO3. After separation of the phases, the aqueous layer was re-extracted with CH2Cl2 and the combined organics were dried over MgSO4. Concentration...